Dataset: the Open Reaction Database (ORD), a public repository of structured organic reaction records. Task: describe an organic reaction: reactants, conditions, products, and yield Reported procedure: By using 5-(4-aminophenyl)-1,5,8,9,10,11-hexahydronaphtho[1,2-b][1,4]diazepine-2,4-dione (32 mg, 0.100 mmol) obtained in Example 55, and (2,3-dichlorophenyl)methanesulfonyl chloride (31 mg, 0.119 mmol), the title compound (50 mg, yield 92%) was obtained in the same manner as that of Example 145. The product is ClC1=C(C=CC=C1Cl)CS(=O)(=O)NC1=CC=C(C=C1)N1C2=C(NC(CC1=O)=O)C=1CCCCC1C=C2 (1-(2,3-Dichlorophenyl)-N-[4-(2,4-dioxo-1,2,3,4,8,9,10,11-octahydronaphtho[1,2-b][1,4]diazepin-5-yl)phenyl]methanesulfonamide). Yield: 91.8%. Starting materials: NC1=CC=C(C=C1)N1C2=C(NC(CC1=O)=O)C=1CCCCC1C=C2 (5-(4-aminophenyl)-1,5,8,9,10,11-hexahydronaphtho[1,2-b][1,4]diazepine-2,4-dione), ClC1=C(C=CC=C1Cl)CS(=O)(=O)Cl ((2,3-dichlorophenyl)methanesulfonyl chloride). RXN SMILES: [NH2:1][C:2]1[CH:7]=[CH:6][C:5]([N:8]2[C:14](=[O:15])[CH2:13][C:12](=[O:16])[NH:11][C:10]3[C:17]4[CH2:18][CH2:19][CH2:20][CH2:21][C:22]=4[CH:23]=[CH:24][C:9]2=3)=[CH:4][CH:3]=1.[Cl:25][C:26]1[C:31]([Cl:32])=[CH:30][CH:29]=[CH:28][C:27]=1[CH2:33][S:34](Cl)(=[O:36])=[O:35]>>[Cl:25][C:26]1[C:31]([Cl:32])=[CH:30][CH:29]=[CH:28][C:27]=1[CH2:33][S:34]([NH:1][C:2]1[CH:3]=[CH:4][C:5]([N:8]2[C:14](=[O:15])[CH2:13][C:12](=[O:16])[NH:11][C:10]3[C:17]4[CH2:18][CH2:19][CH2:20][CH2:21][C:22]=4[CH:23]=[CH:24][C:9]2=3)=[CH:6][CH:7]=1)(=[O:36])=[O:35]. Reactants: ClC=1C=C(C=CC1)CCNC(=O)C=1N=C(SC1)CN (2-Aminomethyl-thiazole-4-carboxylic acid [2-(3-chloro-phenyl)-ethyl]-amide), C(C)C1=CC=C(C=C1)N=C=O (4-Ethyl phenylisocyanate). Run in CN(C)C=O (DMF). Reaction conditions: time 20 hour. Product: ClC=1C=C(C=CC1)CCNC(=O)C=1N=C(SC1)CNC(=O)NC1=CC=C(C=C1)CC (2-[3-(4-Ethyl-phenyl)-ureidomethyl]-thiazole-4-carboxylic acid [2-(3-chloro-phenyl)-ethyl]-amide). Isolated yield 44.4%. Reaction SMILES: [Cl:1][C:2]1[CH:3]=[C:4]([CH2:8][CH2:9][NH:10][C:11]([C:13]2[N:14]=[C:15]([CH2:18][NH2:19])[S:16][CH:17]=2)=[O:12])[CH:5]=[CH:6][CH:7]=1.[CH2:20]([C:22]1[CH:27]=[CH:26][C:25]([N:28]=[C:29]=[O:30])=[CH:24][CH:23]=1)[CH3:21]>CN(C=O)C>[Cl:1][C:2]1[CH:3]=[C:4]([CH2:8][CH2:9][NH:10][C:11]([C:13]2[N:14]=[C:15]([CH2:18][NH:19][C:29]([NH:28][C:25]3[CH:26]=[CH:27][C:22]([CH2:20][CH3:21])=[CH:23][CH:24]=3)=[O:30])[S:16][CH:17]=2)=[O:12])[CH:5]=[CH:6][CH:7]=1. Procedure details: 2-Aminomethyl-thiazole-4-carboxylic acid [2-(3-chloro-phenyl)-ethyl]-amide (50 mg, 0.17 mmol) was dissolved in DMF (1 mL). 4-Ethyl phenylisocyanate (0.05 mL, 0.34 mmol) was added and the reaction mixture stirred at ambient temperature for 20 hours. The crude product was concentrated in vacuo. The product was purified by column chromatography (silica, 5% MeOH in DCM) to give a white solid (33.4 mg, 44%). 1H NMR (400 MHz, CD3OD): 8.07 (s, 1H), 7.26 (m, 4H), 7.19 (m, 2H), 7.11 (m, 2H), 4.66 (s, 2H)... Reactants: C(C1=CC=CC=C1)(=O)C1=CC2=C(N(C(N2CCN(C)C)=O)CC2=CC=C(C=C2)OC)C=C1 (5-benzoyl-1,3-dihydro-3-(2-dimethylaminoethyl)-1-(4-methoxybenzyl)-2H-benzimidazol-2-one), ceric ammonium nitrate. Solvent: C(C)#N (acetonitrile), O (water), O (water). Reaction conditions: temperature 60 celsius, time 4 hour. Product: C(C1=CC=CC=C1)(=O)C=1C=CC2=C(N(C(N2)=O)CCN(C)C)C1 (6-benzoyl-1,3-dihydro-1-(2-dimethylaminoethyl)-2H-benzimidazol-2-one). The yield is 5.0%. As a reaction SMILES: [C:1]([C:9]1[CH:32]=[CH:31][C:12]2[N:13](CC3C=CC(OC)=CC=3)[C:14](=[O:21])[N:15]([CH2:16][CH2:17][N:18]([CH3:20])[CH3:19])[C:11]=2[CH:10]=1)(=[O:8])[C:2]1[CH:7]=[CH:6][CH:5]=[CH:4][CH:3]=1>C(#N)C.O>[C:1]([C:9]1[CH:32]=[CH:31][C:12]2[NH:13][C:14](=[O:21])[N:15]([CH2:16][CH2:17][N:18]([CH3:19])[CH3:20])[C:11]=2[CH:10]=1)(=[O:8])[C:2]1[CH:3]=[CH:4][CH:5]=[CH:6][CH:7]=1. Procedure details: To a solution of 1.11 g of 5-benzoyl-1,3-dihydro-3-(2-dimethylaminoethyl)-1-(4-methoxybenzyl)-2H-benzimidazol-2-one in 20 ml of acetonitrile and 7 ml of water was added 6.43 g of ceric ammonium nitrate. The reaction mixture was stirred at 60° C. for 4 hours, diluted with water and washed with ethyl acetate. After alkalization to pH 9 with 10% sodium hydroxide, the basic material was extracted with chloroform and dried over anhydrous sodium sulfate. Removal of the solvent in vacuo afforded the cr... The reactants are CN1CCOCC1 (NMM), ClC1=CC=C(C=C1)N1C(=NC(=C1)C(=O)O)CCC.[Li] (lithium 1-(4-chlorophenyl)-2-propyl-1H-imidazole-4-carboxylic acid), ClC1=CC=C(C=C1)N1C(=NC(=C1)C(=O)O)CCC.[Li] (lithium 1-(4-chlorophenyl)-2-propyl-1H-imidazole-4-carboxylic acid), Cl.Cl.NCC(CN1CCN(CC1)C1=C(C(=CC=C1)Cl)Cl)O (1-amino-3-(4-(2,3-dichlorophenyl)piperazin-1-yl)propan-2-ol dihydrochloride), Cl.Cl.NCC(CN1CCN(CC1)C1=C(C(=CC=C1)Cl)Cl)O (1-amino-3-(4-(2,3-dichlorophenyl)piperazin-1-yl)propan-2-ol dihydrochloride), CCN=C=NCCCN(C)C (EDCI), C=1C=CC2=C(C1)N=NN2O (HOBt). Run in CN(C)C=O (DMF). Conditions: time 15 hour. Product: ClC1=CC=C(C=C1)N1C(=NC(=C1)C(=O)NCC(CN1CCN(CC1)C1=C(C(=CC=C1)Cl)Cl)O)CCC (1-(4-chlorophenyl)-N-(3-(4-(2,3-dichlorophenyl)piperazin-1-yl)-2-hydroxy propyl)-2-propyl-1H-imidazole-4-carboxamide). The yield is 23.6%. RXN SMILES: [Cl:1][C:2]1[CH:7]=[CH:6][C:5]([N:8]2[CH:12]=[C:11]([C:13]([OH:15])=O)[N:10]=[C:9]2[CH2:16][CH2:17][CH3:18])=[CH:4][CH:3]=1.[Li].Cl.Cl.[NH2:22][CH2:23][CH:24]([OH:40])[CH2:25][N:26]1[CH2:31][CH2:30][N:29]([C:32]2[CH:37]=[CH:36][CH:35]=[C:34]([Cl:38])[C:33]=2[Cl:39])[CH2:28][CH2:27]1.CCN=C=NCCCN(C)C.C1C=CC2N(O)N=NC=2C=1.CN1CCOCC1>CN(C=O)C>[Cl:1][C:2]1[CH:3]=[CH:4][C:5]([N:8]2[CH:12]=[C:11]([C:13]([NH:22][CH2:23][CH:24]([OH:40])[CH2:25][N:26]3[CH2:27][CH2:28][N:29]([C:32]4[CH:37]=[CH:36][CH:35]=[C:34]([Cl:38])[C:33]=4[Cl:39])[CH2:30][CH2:31]3)=[O:15])[N:10]=[C:9]2[CH2:16][CH2:17][CH3:18])=[CH:6][CH:7]=1 |f:0.1,2.3.4,^1:18|. Procedure details: To a mixture of lithium 1-(4-chlorophenyl)-2-propyl-1H-imidazole-4-carboxylic acid (compound 6, 150 mg, 0.57 mmol), 1-amino-3-(4-(2,3-dichlorophenyl)piperazin-1-yl)propan-2-ol dihydrochloride (compound 41, 260 mg, 0.68 mmol), EDCI (165 mg, 0.85 mmol) and HOBt (154 mg, 1.14 mmol) in anhydrous DMF (7 mL) was added NMM (190 μl, 1.71 mmol). The reaction mixture was stirred at room temperature for 15 hrs. The mixture was concentrated under reduced pressure. The residue was diluted with CH2Cl2, and wa... Reactants: [Al+3].[Cl-].[Cl-].[Cl-] (AlCl3), Cl (HCl), C(C)(=O)NC=1C=C2CCCC2=CC1 (5-acetamidoindane), C(C1=CC=CC=C1)(=O)Cl (benzoyl chloride), [Al+3].[Cl-].[Cl-].[Cl-] (AlCl3). Solvent: C(Cl)Cl (CH2Cl2), O (water). Conditions: time 8 hour. Yields the product C(C)(=O)NC=1C=C2CCCC2=CC1C(C1=CC=CC=C1)=O (5-Acetamido-6-benzoylindane). Isolated yield 12.6%. As a reaction SMILES: [C:1]([NH:4][C:5]1[CH:6]=[C:7]2[C:11](=[CH:12][CH:13]=1)[CH2:10][CH2:9][CH2:8]2)(=[O:3])[CH3:2].[C:14](Cl)(=[O:21])[C:15]1[CH:20]=[CH:19][CH:18]=[CH:17][CH:16]=1.[Al+3].[Cl-].[Cl-].[Cl-].Cl>O.C(Cl)Cl>[C:1]([NH:4][C:5]1[CH:6]=[C:7]2[C:11](=[CH:12][C:13]=1[C:14](=[O:21])[C:15]1[CH:20]=[CH:19][CH:18]=[CH:17][CH:16]=1)[CH2:10][CH2:9][CH2:8]2)(=[O:3])[CH3:2] |f:2.3.4.5|. Procedure details: To a solution of 5-acetamidoindane (1.0 g, 5.7 mmol) and benzoyl chloride (732 mL, 6.3 mmol) in 15 mL, of CH2Cl2 at 0° C. was added AlCl3 (1.52 g, 11.4 mmol) as a solid. The mixture was stirred to rt overnight. A spatula full of AlCl3 was added and the mixture heated to reflux for 3 days. The solution was then poured into a mixture of concentrated HCl and ice, and stirred. The mixture was then diluted with water and extracted with 2×50 mL of CH2Cl2. The extract was washed with brine, then dried ... Starting materials: CC=1C=CC2=C(N=C(O2)C2=CC=CC=C2)C1 (5-Methyl-2-phenylbenzoxazole), C1CC(=O)N(C1=O)Br (NBS). Solvent: C(Cl)(Cl)(Cl)Cl (carbon tetrachloride). Product: BrCC=1C=CC2=C(N=C(O2)C2=CC=CC=C2)C1 (5-Bromomethyl-2-phenylbenzoxazole). The yield is 70.6%. Reaction SMILES: [CH3:1][C:2]1[CH:3]=[CH:4][C:5]2[O:9][C:8]([C:10]3[CH:15]=[CH:14][CH:13]=[CH:12][CH:11]=3)=[N:7][C:6]=2[CH:16]=1.C1C(=O)N([Br:24])C(=O)C1>C(Cl)(Cl)(Cl)Cl>[Br:24][CH2:1][C:2]1[CH:3]=[CH:4][C:5]2[O:9][C:8]([C:10]3[CH:15]=[CH:14][CH:13]=[CH:12][CH:11]=3)=[N:7][C:6]=2[CH:16]=1. Procedure details: 5-methyl-2-phenylbenzoxazole 55 (1.23 g, 5.8 mmol) and NBS (1.17 g, 6.5 mmol) were dissolved in carbon tetrachloride (20 ml). The mixture was evacuated and flushed with argon. AIBN (ca. 5 mg) was added and the mixture heated at reflux and irradiated with a sun lamp for 3 hrs. The solvent was evaporated under reduced pressure and the residue purified by chromatography to yield 1.18 g of 5-bromomethyl-2-phenylbenzoxazole 56. Starting materials: CC(=O)O, CC(=O)[O-], CCOC(C)=O, O=Cc1ccc(OCc2ccccn2)c(F)c1, C[N+](=O)[O-], [NH4+], O. The product is O=[N+]([O-])C=Cc1ccc(OCc2ccccn2)c(F)c1. RXN SMILES: [CH3:1][C:2](=[O:3])[OH:4].[CH3:27][C:28](=[O:29])[O-:30].[CH3:31][CH2:32][O:33][C:34](=[O:35])[CH3:36].[F:5][c:6]1[cH:7][c:8]([CH:9]=[O:10])[cH:11][cH:12][c:13]1[O:14][CH2:15][c:16]1[n:17][cH:18][cH:19][cH:20][cH:21]1.[N+:22](=[O:23])([O-:24])[CH3:25].[NH4+:26].[OH2:37]>>[F:5][c:6]1[cH:7][c:8]([CH:9]=[CH:25][N+:22](=[O:23])[O-:24])[cH:11][cH:12][c:13]1[O:14][CH2:15][c:16]1[n:17][cH:18][cH:19][cH:20][cH:21]1.